From a dataset of the Open Reaction Database (ORD), a public repository of structured organic reaction records. describe an organic reaction: reactants, conditions, products, and yield Product: C1(=CC=C(C=C1)S(=O)(=O)[O-])C.[Na+] (sodium paratoluenesulfonate). Reported procedure: To 1000 g of 10% paratoluene sulfonic acid aqueous solution stirred at room temperature, 2 mol of hydroxide sodium was added to adjust it into pH6, approximately, so as to obtain a sodium paratoluenesulfonate aqueous solution. RXN SMILES: [C:1]1([CH3:11])[CH:6]=[CH:5][C:4]([S:7]([OH:10])(=[O:9])=[O:8])=[CH:3][CH:2]=1.[Na+:12].[OH-]>>[C:1]1([CH3:11])[CH:2]=[CH:3][C:4]([S:7]([O-:10])(=[O:8])=[O:9])=[CH:5][CH:6]=1.[Na+:12] |f:1.2,3.4|. The reactants are C1(=CC=C(C=C1)S(=O)(=O)O)C (paratoluene sulfonic acid), [Na+].[OH-] (hydroxide sodium). The reactants are NC(=O)CO, CCOc1ccccc1C=O. The product is CCOc1ccccc1C1NC(=O)CO1. Reaction SMILES: [C:12]([CH2:13][OH:14])(=[O:15])[NH2:16].[CH2:1]([CH3:2])[O:3][c:4]1[c:5]([CH:6]=[O:7])[cH:8][cH:9][cH:10][cH:11]1>>[CH2:1]([CH3:2])[O:3][c:4]1[c:5]([CH:6]2[O:7][CH2:13][C:12](=[O:15])[NH:16]2)[cH:8][cH:9][cH:10][cH:11]1. Reactants: [Li]CCCC (BuLi), BrC1=CC(=C(OCCOC2OCCCC2)C=C1)C(F)(F)F (2-(2-(4-bromo-2-(trifluoromethyl)phenoxy)ethoxy)tetrahydro-2H-pyran), B(OC(C)C)(OC(C)C)OC(C)C (triisopropyl borate). Run in C1CCOC1 (THF). Reaction conditions: temperature -78 celsius, time 10 minute. Yields the product O1C(CCCC1)OCCOC1=C(C=C(C=C1)B(O)O)C(F)(F)F (4-(2-(tetrahydro-2H-pyran-2-yloxy)-ethoxy)-3-(trifluoromethyl)-phenylboronic acid). As a reaction SMILES: [Li]CCCC.Br[C:7]1[CH:22]=[CH:21][C:10]([O:11][CH2:12][CH2:13][O:14][CH:15]2[CH2:20][CH2:19][CH2:18][CH2:17][O:16]2)=[C:9]([C:23]([F:26])([F:25])[F:24])[CH:8]=1.[B:27](OC(C)C)([O:32]C(C)C)[O:28]C(C)C>C1COCC1>[O:16]1[CH2:17][CH2:18][CH2:19][CH2:20][CH:15]1[O:14][CH2:13][CH2:12][O:11][C:10]1[CH:21]=[CH:22][C:7]([B:27]([OH:32])[OH:28])=[CH:8][C:9]=1[C:23]([F:26])([F:25])[F:24]. Procedure: BuLi (2.5M, 6 ml) was added dropwise to a solution of 2-(2-(4-bromo-2-(trifluoromethyl)phenoxy)ethoxy)tetrahydro-2H-pyran (5 g) in THF (50 ml) at −78° C. under N2 during 3 minutes. After stirring at −78° C. for another 10 minutes, triisopropyl borate (3.8 ml) was then added dropwise during 2 minutes at −78° C. The mixture was stirred at −78° C. for further 30 minutes, then slowly warmed up to room temperature and stirred at room temperature for 30 minutes. The mixture was then quenched with acet... The reactants are NC(=O)N (urea), S(O)(O)(=O)=O (sulfuric acid), NC(=O)N.S(O)(O)(=O)=O (urea sulfuric acid), ClCCCC (1-chlorobutane), NC(=O)N.S(O)(O)(=O)=O (urea sulfuric acid), C1=CC=CC=C1 (benzene). Reaction conditions: time 10 minute. The product is C(CCC)C1=CC=CC=C1 (Normal-butylbenzene). RXN SMILES: Cl[CH2:2][CH2:3][CH2:4][CH3:5].NC(N)=O.S(=O)(=O)(O)O.NC(N)=O.S(=O)(=O)(O)O.[CH:24]1[CH:29]=[CH:28][CH:27]=[CH:26][CH:25]=1>>[CH2:2]([C:24]1[CH:29]=[CH:28][CH:27]=[CH:26][CH:25]=1)[CH2:3][CH2:4][CH3:5] |f:1.2|. Procedure: Normal-butylbenzene is prepared by heating equal molar amounts of 1-chlorobutane and benzene in a molten urea-sulfuric acid component containing 42.6 weight percent urea and 75.4 weight percent sulfuric acid having a urea/sulfuric acid molar ratio of 1.2 at a temperature of 140° F. and a pressure of 100 psig. for a period of 10 minutes. The n-butylbenzene product is recovered by cooling the reaction mixture to solidify the urea-sulfuric acid component melt and extracting the resulting mixture wi... The reactants are FC1=CC=C(C=C1)C(CC1=CC=C(C(=O)O)C=C1)=O (4-[2-(4-fluorophenyl)-2-oxoethyl]benzoic acid), CN(C)C1=CC=CC2=C1C(=CC=C2)N(C)C (proton sponge), C1(=CC=CC=C1)P(=O)(C1=CC=CC=C1)N=[N+]=[N-] (diphenylphosphoryl azide), CC1=C(N)C=C(C=C1)C (2,5-dimethyl aniline). The solvent is C(C)#N (acetonitrile). Yields the product CC1=C(C=C(C=C1)C)N(C(=O)N)C1=CC=C(C=C1)CC(=O)C1=CC=C(C=C1)F (N-(2,5-dimethylphenyl)-N-{4-[2-(4-fluorophenyl)-2-oxoethyl]phenyl}urea). Reaction SMILES: [F:1][C:2]1[CH:7]=[CH:6][C:5]([C:8](=[O:19])[CH2:9][C:10]2[CH:18]=[CH:17][C:13](C(O)=O)=[CH:12][CH:11]=2)=[CH:4][CH:3]=1.CN(C1C2C([N:33]([CH3:35])C)=CC=CC=2C=CC=1)C.C1(P(N=[N+]=[N-])(C2C=CC=CC=2)=[O:43])C=CC=CC=1.[CH3:53][C:54]1[CH:60]=[CH:59][C:58]([CH3:61])=[CH:57][C:55]=1[NH2:56]>C(#N)C>[CH3:53][C:54]1[CH:60]=[CH:59][C:58]([CH3:61])=[CH:57][C:55]=1[N:56]([C:13]1[CH:12]=[CH:11][C:10]([CH2:9][C:8]([C:5]2[CH:4]=[CH:3][C:2]([F:1])=[CH:7][CH:6]=2)=[O:19])=[CH:18][CH:17]=1)[C:35]([NH2:33])=[O:43]. Procedure: To a solution of 4-[2-(4-fluorophenyl)-2-oxoethyl]benzoic acid (0.100 g, 0.387 mmol) in acetonitrile was added proton sponge ((0.083 g) and diphenylphosphoryl azide (0.106 g). The reaction mixture was refluxed for 30 minutes. 2,5-dimethyl aniline (0.047 g, 0.388 mmol) was added and the mixture was refluxed another 30 minutes. The reaction was quenched with HCl 1 M and extracted with ethyl acetate, dried over sodium sulfate, filtered and evaporated to dryness. The residue was purified using flash... Reactants: N1=CC=CC=C1 (pyridine), C1(=CC=C(C=C1)S(=O)(=O)Cl)C (p-toluenesulfonyl chloride), CC1=C(C(=CC1C)C)C1=C(C=CC=C1)N (2-(2,3,5-trimethylcyclopenta-1,4-dienyl)phenylamine), Cl (HCl). Yields the product CC1=C(C(=CC1C)C)C1=C(C=CC=C1)NS(=O)(=O)C1=CC=C(C=C1)C (2-(2,3,5-trimethylcyclopenta-1,4-dienyl)phenyl(p-toluenesulfonyl)amine). The yield is 63.9%. RXN SMILES: N1C=CC=CC=1.[C:7]1([CH3:17])[CH:12]=[CH:11][C:10]([S:13](Cl)(=[O:15])=[O:14])=[CH:9][CH:8]=1.[CH3:18][C:19]1[CH:23]([CH3:24])[CH:22]=[C:21]([CH3:25])[C:20]=1[C:26]1[CH:31]=[CH:30][CH:29]=[CH:28][C:27]=1[NH2:32].Cl>>[CH3:18][C:19]1[CH:23]([CH3:24])[CH:22]=[C:21]([CH3:25])[C:20]=1[C:26]1[CH:31]=[CH:30][CH:29]=[CH:28][C:27]=1[NH:32][S:13]([C:10]1[CH:11]=[CH:12][C:7]([CH3:17])=[CH:8][CH:9]=1)(=[O:15])=[O:14]. Procedure: 0.131 g (1.505 mmol) of pyridine and 0.316 g (1.656 mmol) of p-toluenesulfonyl chloride were added to 0.300 g (1.505 mmol) of 2-(2,3,5-trimethylcyclopenta-1,4-dienyl)phenylamine melted in 3 mL of MC, and then reacted at room temperature for 12 hours. 3 mL of 2 N HCl was added to the reaction product and strongly stirred for a few minutes. The organic layer was collected. The collected organic layer was neutralized with 3 mL of H2O without delay and dried over MgSO4. The product was filtered usin...